From a dataset of the Open Reaction Database (ORD), a public repository of structured organic reaction records. describe an organic reaction: reactants, conditions, products, and yield Reaction SMILES: [C:1]([CH3:2])([CH3:3])([CH3:4])[c:5]1[cH:6][c:7]([CH:8]=[O:9])[cH:10][c:11]([C:14]([CH3:15])([CH3:16])[CH3:17])[c:12]1[OH:13].[CH2:31]1[CH2:32][CH2:33][NH:34][CH2:35][CH2:36]1.[CH3:37][CH2:38][CH2:39][CH2:40][CH2:41][CH3:42].[N+:18](=[O:19])([O-:20])[c:21]1[c:22]([CH2:27][C:28]([OH:29])=[O:30])[cH:23][cH:24][cH:25][cH:26]1.[c:43]1([CH3:44])[c:45]([CH3:46])[cH:47][cH:48][cH:49][cH:50]1>>[C:1]([CH3:2])([CH3:3])([CH3:4])[c:5]1[cH:6][c:7]([CH:8]=[CH:27][c:22]2[c:21]([N+:18](=[O:19])[O-:20])[cH:26][cH:25][cH:24][cH:23]2)[cH:10][c:11]([C:14]([CH3:15])([CH3:16])[CH3:17])[c:12]1[OH:13]. Yields the product CC(C)(C)c1cc(C=Cc2ccccc2[N+](=O)[O-])cc(C(C)(C)C)c1O. The reactants are CC(C)(C)c1cc(C=O)cc(C(C)(C)C)c1O, C1CCNCC1, CCCCCC, O=C(O)Cc1ccccc1[N+](=O)[O-], Cc1ccccc1C. Starting materials: [Al+3], CCCCOCCOCCO, COc1ccc(O)cc1, CC(C)[O-], CC(C)O, CC(C)[O-], CC(C)[O-], C=CC(=O)O. Product: [Al+3], CC(C)[O-], CC(C)[O-], C=CC(=O)[O-]. As a reaction SMILES: [Al+3:13].[CH2:14]([O:15][CH2:16][CH2:17][O:18][CH2:19][CH2:20][OH:21])[CH2:22][CH2:23][CH3:24].[CH3:25][O:26][c:27]1[cH:28][cH:29][c:30]([OH:31])[cH:32][cH:33]1.[CH:1]([CH3:2])([CH3:3])[O-:4].[CH:39]([OH:40])([CH3:41])[CH3:42].[CH:5]([CH3:6])([CH3:7])[O-:8].[CH:9]([O-:10])([CH3:11])[CH3:12].[OH:34][C:35](=[O:36])[CH:37]=[CH2:38]>>[Al+3:13].[CH:1]([CH3:2])([CH3:3])[O-:4].[CH:5]([CH3:6])([CH3:7])[O-:8].[O:34]=[C:35]([O-:36])[CH:37]=[CH2:38]. Reactants: N1(CCNCC1)C(=O)C=1C=C2CCC(NC2=CC1)=O (6-(1-piperazinylcarbonyl)-3,4-dihydrocarbostyril), [Cl-].[Na+] (sodium chloride), COC=1C=C(C(=O)O)C=CC1OC (3,4-dimethoxybenzoic acid), C(C(C)C)OC(=O)Cl (isobutylchloroformate). Solvent: CN(C=O)C (dimethylformamide), CN(C=O)C (dimethylformamide), CN(C=O)C (dimethylformamide), C(C)N(CC)CC (triethylamine). Conditions: time 30 minute. The product is COC=1C=C(C(=O)N2CCN(CC2)C(=O)C=2C=C3CCC(NC3=CC2)=O)C=CC1OC (6-[4-(3,4-dimethoxybenzoyl)-1-piperazinylcarbonyl]-3,4-dihydrocarbostyril). Isolated yield 22.4%. RXN SMILES: [CH3:1][O:2][C:3]1[CH:4]=[C:5]([CH:9]=[CH:10][C:11]=1[O:12][CH3:13])[C:6]([OH:8])=O.C(OC(Cl)=O)C(C)C.[N:22]1([C:28]([C:30]2[CH:31]=[C:32]3[C:37](=[CH:38][CH:39]=2)[NH:36][C:35](=[O:40])[CH2:34][CH2:33]3)=[O:29])[CH2:27][CH2:26][NH:25][CH2:24][CH2:23]1.[Cl-].[Na+]>CN(C)C=O.C(N(CC)CC)C>[CH3:1][O:2][C:3]1[CH:4]=[C:5]([CH:9]=[CH:10][C:11]=1[O:12][CH3:13])[C:6]([N:25]1[CH2:26][CH2:27][N:22]([C:28]([C:30]2[CH:31]=[C:32]3[C:37](=[CH:38][CH:39]=2)[NH:36][C:35](=[O:40])[CH2:34][CH2:33]3)=[O:29])[CH2:23][CH2:24]1)=[O:8] |f:3.4|. Procedure: To a solution of 4.8 g of 3,4-dimethoxybenzoic acid and 4 ml of triethylamine in 50 ml of dimethylformamide, a solution of 3.87 g of isobutylchloroformate in 2 ml of dimethylformamide was added dropwise. After the reaction mixture was stirred at a room temperature for 30 minutes, then a solution of 8.1 g of 6-(1-piperazinylcarbonyl)-3,4-dihydrocarbostyril in 3 ml of dimethylformamide was added dropwise to the reaction mixture and stirred at a room temperature for 30 minutes, and further stirred ...